Dataset: the Open Reaction Database (ORD), a public repository of structured organic reaction records. Task: describe an organic reaction: reactants, conditions, products, and yield Starting materials: S(=O)(=O)(C1=CC=C(C)C=C1)OC[C@H]1CO1 ((2R)-1-tosyloxy-2,3-epoxypropane), C(C)(C)N(C(C)C)CC (N,N-diisopropylethylamine), C1(=CC=CC=C1)S (thiophenol), O (water). The solvent is O1CCCC1 (tetrahydrofuran). Run at time 12 hour. Product: C1(=CC=CC=C1)SC[C@H](COS(=O)(=O)C1=CC=C(C)C=C1)O ((2S)-3-phenylthio-1-tosyloxy-2-propanol). RXN SMILES: [S:1]([O:11][CH2:12][C@@H:13]1[O:15][CH2:14]1)([C:4]1[CH:10]=[CH:9][C:7]([CH3:8])=[CH:6][CH:5]=1)(=[O:3])=[O:2].C(N(CC)C(C)C)(C)C.[C:25]1([SH:31])[CH:30]=[CH:29][CH:28]=[CH:27][CH:26]=1.O>O1CCCC1>[C:25]1([S:31][CH2:14][C@@H:13]([OH:15])[CH2:12][O:11][S:1]([C:4]2[CH:10]=[CH:9][C:7]([CH3:8])=[CH:6][CH:5]=2)(=[O:3])=[O:2])[CH:30]=[CH:29][CH:28]=[CH:27][CH:26]=1. Procedure details: Under nitrogen, to a solution of (2R)-1-tosyloxy-2,3-epoxypropane (3.0 g) in tetrahydrofuran (30 ml) were added N,N-diisopropylethylamine (2.5 ml) and thiophenol (1.3 ml) at 5° C., and the mixture was stirred at room temperature for 12 hours. The resulting mixture was poured into water and extracted with ethyl acetate. The organic layer was successively washed with saturated aqueous sodium hydrogencarbonate and brine, dried over anhydrous magnesium sulfate and evaporated in vacuo. The residue wa... Reactants: Cl, CCCN1CCC(O)(c2cccc(F)c2C(F)(F)F)CC1. The product is CCCN1CC=C(c2cccc(F)c2C(F)(F)F)CC1. As a reaction SMILES: [ClH:22].[F:1][c:2]1[c:3]([C:18]([F:19])([F:20])[F:21])[c:4]([C:8]2([OH:17])[CH2:9][CH2:10][N:11]([CH2:14][CH2:15][CH3:16])[CH2:12][CH2:13]2)[cH:5][cH:6][cH:7]1>>[F:1][c:2]1[c:3]([C:18]([F:19])([F:20])[F:21])[c:4]([C:8]2=[CH:9][CH2:10][N:11]([CH2:14][CH2:15][CH3:16])[CH2:12][CH2:13]2)[cH:5][cH:6][cH:7]1. Starting materials: [NH4+].[OH-] (NH4OH), Cl.CC1=C(C=CC=C1)NC(=O)NC(NC)=N (1-(2'-methylphenyl)-3-methylamidinourea hydrochloride), CC#N (CH3CN), CC#N (CH3CN), COC(N(C)C)OC (N,N-dimethylformamide dimethylacetal). Solvent: CO (MeOH), C(Cl)(Cl)Cl.O (CHCl3 H2O). Yields the product CC1=C(C=CC=C1)N1C(N=C(N=C1)NC)=O (1-(2'-methylphenyl)-4-methylamino-1,2-dihydro-1,3,5-triazin-2-one). As a reaction SMILES: Cl.[CH3:2][C:3]1[CH:8]=[CH:7][CH:6]=[CH:5][C:4]=1[NH:9][C:10]([NH:12][C:13](=[NH:16])[NH:14][CH3:15])=[O:11].[CH3:17]C#N.COC(OC)N(C)C.[NH4+].[OH-]>C(Cl)(Cl)Cl.O.CO>[CH3:2][C:3]1[CH:8]=[CH:7][CH:6]=[CH:5][C:4]=1[N:9]1[CH:15]=[N:14][C:13]([NH:16][CH3:17])=[N:12][C:10]1=[O:11] |f:0.1,4.5,6.7|. Procedure: To a magnetically stirred suspension of 9.72 g. (40 mmol) of 1-(2'-methylphenyl)-3-methylamidinourea hydrochloride in 30 ml. of CH3CN is added 9.52 g. (80 ml.) of N,N-dimethylformamide dimethylacetal. After the mixture is further diluted with 25 ml. CH3CN and stirred for 5 minutes all of the solid is dissolved. TLC (3% NH4OH) shows a new spot; about equal in size to a spot in starting material; (EtoAc/MeOH; 9:1) shows mostly a new spot. The solution is refluxed for 2 hours. The reaction mixture ... Reactants: CSC1=NC=CC(=N1)I (2-methylthio4-iodopyrimidine), FC1=CC=C(C=C1)C=1NC=2C(=NC(=CC2)N)N1 (2-(4-fluorophenyl)-5-aminoimidazo[4,5-b]pyridine). The solvent is C1(=CC=CC=C1)C (toluene), C1(=CC=CC=C1)C (toluene), CN(C)C=O (DMF). Run at time 1 hour. Product: FC1=CC=C(C=C1)C=1N(C=2C(=NC(=CC2)N)N1)C1=NC(=NC=C1)SC (2-(4-Fluorophenyl)-1-(2-methylthio-4-pyrimidinyl)-5-aminoimidazo[4,5-b]pyridine). Reaction SMILES: [F:1][C:2]1[CH:7]=[CH:6][C:5]([C:8]2[NH:9][C:10]3[C:11]([N:17]=2)=[N:12][C:13]([NH2:16])=[CH:14][CH:15]=3)=[CH:4][CH:3]=1.[CH3:18][S:19][C:20]1[N:25]=[C:24](I)[CH:23]=[CH:22][N:21]=1>C1(C)C=CC=CC=1.CN(C=O)C>[F:1][C:2]1[CH:3]=[CH:4][C:5]([C:8]2[N:9]([C:22]3[CH:23]=[CH:24][N:25]=[C:20]([S:19][CH3:18])[N:21]=3)[C:10]3[C:11]([N:17]=2)=[N:12][C:13]([NH2:16])=[CH:14][CH:15]=3)=[CH:6][CH:7]=1. Procedure details: KN(TMS)2 (688 mg 3.65 mmol) in toluene (3.5 ml) is added at 0° C. to a solution of 2-(4-fluorophenyl)-5-aminoimidazo[4,5-b]pyridine (684 mg 3 mmol) in DMF (10 ml). After stirring 1 h at room temperature, 2-methylthio4-iodopyrimidine (832 mg 3.3 mmol) in toluene (3.3 ml) is added dropwise and heated for 18 h at 120° C. The reaction mixture is poured on water and extracted with ethyl acetate three times. The combined organic phases are dried over Na2SO4, filtered and evaporated to dryness to yield...